Dataset: the Open Reaction Database (ORD), a public repository of structured organic reaction records. Task: describe an organic reaction: reactants, conditions, products, and yield Starting materials: NN (Hydrazine), NC1=NC=2C=CC=CC2C2=C1N=C(S2)CON2C(C1=CC=CC=C1C2=O)=O (2-[(4-amino[1,3]thiazolo[4,5-c]quinolin-2-yl)methoxy]-1H-isoindole-1,3(2H)-dione). The solvent is C(C)O (ethanol). Product: NOCC=1SC2=C(C(=NC=3C=CC=CC23)N)N1 (2-(aminooxy)methyl[1,3]thiazolo[4,5-c]quinolin-4-amine). Isolated yield 88.5%. RXN SMILES: NN.[NH2:3][C:4]1[C:13]2[N:14]=[C:15]([CH2:17][O:18][N:19]3C(=O)C4C(=CC=CC=4)C3=O)[S:16][C:12]=2[C:11]2[CH:10]=[CH:9][CH:8]=[CH:7][C:6]=2[N:5]=1>C(O)C>[NH2:19][O:18][CH2:17][C:15]1[S:16][C:12]2[C:11]3[CH:10]=[CH:9][CH:8]=[CH:7][C:6]=3[N:5]=[C:4]([NH2:3])[C:13]=2[N:14]=1. Procedure: Hydrazine (2.25 mL, 71.7 mmol) was added to a suspension of 2-[(4-amino[1,3]thiazolo[4,5-c]quinolin-2-yl)methoxy]-1H-isoindole-1,3(2H)-dione (5.4 g, 14 mmol) in ethanol (200 mL), and the reaction was heated at reflux for one hour and filtered hot to remove a solid. The filtrate was concentrated under reduced pressure and further dried in a vacuum oven overnight The resulting solid (4.89 g) was triturated with ethanol (200 mL) for two hours, filtered, washed with ethanol, and dried in a vacuum ov... Reactants: FC(C(=O)O)(F)F (Trifluoroacetic acid), O([Si](C)(C)C(C)(C)C)NC(=O)C1N(CCCC1)S(=O)(=O)N1CCN(CC1)C1=CC=C(C=C1)Cl (N-tert-butyldimethylsiloxy-1-[4-(4-chlorophenyl)piperazine-1-sulfonyl]piperidine-2-(RS)-carboxamide), C(C)OCC (Diethyl ether). Solvent: C(Cl)Cl (methylene chloride), C(Cl)Cl (methylene chloride). Run at time 45 minute. Product: ONC(=O)C1N(CCCC1)S(=O)(=O)N1CCN(CC1)C1=CC=C(C=C1)Cl (N-hydroxy-1-[4-(4-chlorophenyl)-piperazine-1-sulfonyl]-piperidine-2-(RS)-carboxamide). The yield is 67.0%. RXN SMILES: FC(F)(F)C(O)=O.[O:8]([NH:16][C:17]([CH:19]1[CH2:24][CH2:23][CH2:22][CH2:21][N:20]1[S:25]([N:28]1[CH2:33][CH2:32][N:31]([C:34]2[CH:39]=[CH:38][C:37]([Cl:40])=[CH:36][CH:35]=2)[CH2:30][CH2:29]1)(=[O:27])=[O:26])=[O:18])[Si](C(C)(C)C)(C)C.C(OCC)C>C(Cl)Cl>[OH:8][NH:16][C:17]([CH:19]1[CH2:24][CH2:23][CH2:22][CH2:21][N:20]1[S:25]([N:28]1[CH2:33][CH2:32][N:31]([C:34]2[CH:35]=[CH:36][C:37]([Cl:40])=[CH:38][CH:39]=2)[CH2:30][CH2:29]1)(=[O:26])=[O:27])=[O:18]. Procedure details: Trifluoroacetic acid (few drops) was added to a solution of N-tert-butyldimethylsiloxy-1-[4-(4-chlorophenyl)piperazine-1-sulfonyl]piperidine-2-(RS)-carboxamide (63 mg, 0.12 mmol), [prepared as described in Step 2 above], in methylene chloride (2 ml) and the reaction mixture was stirred at RT for 45 min. The organics were removed in vacuo and the residue was dissolved in methylene chloride (25 ml) and the washed with sat. sodium bicarbonate, brine, and dried over MgSO4. The solvent was removed in... Reactants: CC(=O)[O-], CC(=O)[O-], ClCCl, CCOC(=O)C=[N+]=[N-], OCc1ccccc1, [Rh+2]. The product is CCOC(=O)COCc1ccccc1. As a reaction SMILES: [C:20]([O-:21])(=[O:22])[CH3:23].[C:25]([O-:26])(=[O:27])[CH3:28].[Cl:17][CH2:18][Cl:19].[N+:9](=[N-:10])=[CH:11][C:12](=[O:13])[O:14][CH2:15][CH3:16].[OH:1][CH2:2][c:3]1[cH:4][cH:5][cH:6][cH:7][cH:8]1.[Rh+2:24]>>[O:1]([CH2:2][c:3]1[cH:4][cH:5][cH:6][cH:7][cH:8]1)[CH2:11][C:12](=[O:13])[O:14][CH2:15][CH3:16]. Starting materials: NC1=NC=CC(=C1)NC(=O)C=1N(C2=CC=C(C=C2C1)C(F)(F)F)CC1=CC(=CC=C1)F (N-[2-aminopyrid-4-yl]-5-trifluoromethyl-1-[(3-fluorophenyl)methyl]-1H-indole-2-carboxamide), BrCC(C(=O)OCC)=O (ethyl 3-bromo-2-oxopropionate). Run in C(C)#N (acetonitrile). Product: C(C)OC(=O)C=1N=C2N(C=CC(=C2)NC(=O)C=2N(C3=CC=C(C=C3C2)C(F)(F)F)CC2=CC(=CC=C2)F)C1 (N-[2-(Ethyloxycarbonyl)imidazo[1,2-a]pyrid-7-yl]-5-trifluoromethyl-1-[(3-fluoro-phenyl)methyl]-1H-indole-2-carboxamide). The yield is 67.8%. As a reaction SMILES: [NH2:1][C:2]1[CH:7]=[C:6]([NH:8][C:9]([C:11]2[N:12]([CH2:24][C:25]3[CH:30]=[CH:29][CH:28]=[C:27]([F:31])[CH:26]=3)[C:13]3[C:18]([CH:19]=2)=[CH:17][C:16]([C:20]([F:23])([F:22])[F:21])=[CH:15][CH:14]=3)=[O:10])[CH:5]=[CH:4][N:3]=1.Br[CH2:33][C:34](=O)[C:35]([O:37][CH2:38][CH3:39])=[O:36]>C(#N)C>[CH2:38]([O:37][C:35]([C:34]1[N:1]=[C:2]2[CH:7]=[C:6]([NH:8][C:9]([C:11]3[N:12]([CH2:24][C:25]4[CH:30]=[CH:29][CH:28]=[C:27]([F:31])[CH:26]=4)[C:13]4[C:18]([CH:19]=3)=[CH:17][C:16]([C:20]([F:23])([F:21])[F:22])=[CH:15][CH:14]=4)=[O:10])[CH:5]=[CH:4][N:3]2[CH:33]=1)=[O:36])[CH3:39]. Reported procedure: The compound is prepared according to a process similar to that described in step 15.3, by reacting 0.23 g (0.54 mmol) of N-[2-aminopyrid-4-yl]-5-trifluoromethyl-1-[(3-fluorophenyl)methyl]-1H-indole-2-carboxamide, prepared according to the protocol described in step 17.2, with 0.21 g (1.07 mmol) of ethyl 3-bromo-2-oxopropionate in 4 mL of acetonitrile. 192 mg of the expected product are obtained. Reactants: C(C)(=O)OC\C=C\C=1C(=NC(=NC1)C1=CC=CC=C1)NC1=NN(C(=C1)C1CC1)C(C)=O ((E)-3-(4-(1-acetyl-5-cyclopropyl-1H-pyrazol-3-ylamino)-2-phenylpyrimidin-5-yl)allyl acetate), C(=O)(O)[O-].[Na+] (NaHCO3). Reaction conditions: time 24 hour. Procedure: The mixture of (E)-3-(4-(1-acetyl-5-cyclopropyl-1H-pyrazol-3-ylamino)-2-phenylpyrimidin-5-yl)allyl acetate (80 mg, 0.192 mmol, 1.0 equiv.) and NaHCO3 (144 mg, 1.724 mmol, 9.0 eqiv.) in EtOH (20 mL) was stirred at room temperature for 24 h. The reaction mixture was filtered, the filtrate was concentrated. The residue was diluted with EtOAc and washed with water, brine, dried (Na2SO4), and filtered. The filtrate was concentrated and purified by silica gel chromatography (EtOAc/MeOH 20:1) to afford... Product: C(C)(=O)OC\C=C\C=1C(=NC(=NC1)C1=CC=CC=C1)NC1=NNC(=C1)C1CC1 ((E)-3-(4-(5-cyclopropyl-1H-pyrazol-3-ylamino)-2-phenylpyrimidin-5-yl)allyl acetate). Isolated yield 11.1%. Reaction SMILES: [C:1]([O:4][CH2:5]/[CH:6]=[CH:7]/[C:8]1[C:9]([NH:20][C:21]2[CH:25]=[C:24]([CH:26]3[CH2:28][CH2:27]3)[N:23](C(=O)C)[N:22]=2)=[N:10][C:11]([C:14]2[CH:19]=[CH:18][CH:17]=[CH:16][CH:15]=2)=[N:12][CH:13]=1)(=[O:3])[CH3:2].C([O-])(O)=O.[Na+]>CCO>[C:1]([O:4][CH2:5]/[CH:6]=[CH:7]/[C:8]1[C:9]([NH:20][C:21]2[CH:25]=[C:24]([CH:26]3[CH2:28][CH2:27]3)[NH:23][N:22]=2)=[N:10][C:11]([C:14]2[CH:19]=[CH:18][CH:17]=[CH:16][CH:15]=2)=[N:12][CH:13]=1)(=[O:3])[CH3:2] |f:1.2|. The solvent is CCO (EtOH).